This data is from the Open Reaction Database (ORD), a public repository of structured organic reaction records. The task is: describe an organic reaction: reactants, conditions, products, and yield The reactants are N1C(OC(C2=C1C=CS2)=O)=O (2H-thieno[3,2-d][1,3]oxazine-2,4(1H)-dione), C1CN[C@@H]1C(=O)O (L-azetidine-2-carboxylic acid). Run in CN(C=O)C (dimethylformamide), C(C)(=O)O (acetic acid). Yields the product S1C=CC=2NC([C@H]3N(C(C21)=O)CC3)=O ((S)-6,7-dihydroazeto[1,2-a]thieno[3,2-e][1,4]diazepine-5,9(4H,5aH)-dione). The yield is 42.7%. Reaction SMILES: [NH:1]1[C:6]2[CH:7]=[CH:8][S:9][C:5]=2[C:4](=[O:10])O[C:2]1=[O:11].[CH2:12]1[C@@H:15](C(O)=O)[NH:14][CH2:13]1>CN(C)C=O.C(O)(=O)C>[S:9]1[C:5]2[C:4](=[O:10])[N:14]3[CH2:15][CH2:12][C@H:13]3[C:2](=[O:11])[NH:1][C:6]=2[CH:7]=[CH:8]1. Procedure: A solution of 26.9 g (171mmol) of 2H-thieno[3,2-d][1,3]oxazine-2,4(1H)-dione (EP 27214) and 16.1 g (171 mmol) of L-azetidine-2-carboxylic acid in 200 ml of dimethylformamide and 40 ml of acetic acid was stirred at 120° for 3 hours. The brown solution was evaporated and the brown residue obtained was crystallized from ethanol. There were obtained 15.2 g (43%) of (S)-6,7-dihydroazeto[1,2-a]thieno[3,2-e][1,4]diazepine-5,9(4H,5aH)-dione as a colourless crystallizate of m.p. 274°. The reactants are O=C([O-])[O-], Cl, Oc1cc(-c2ccc(F)cc2)nc2ccsc12, [K+], [K+], CN(C)C=O, ClCc1ccccn1. Product: Fc1ccc(-c2cc(OCc3ccccn3)c3sccc3n2)cc1. RXN SMILES: [C:27](=[O:28])([O-:29])[O-:30].[ClH:18].[F:1][c:2]1[cH:3][cH:4][c:5](-[c:8]2[cH:9][c:10]([OH:17])[c:11]3[c:12]([n:13]2)[cH:14][cH:15][s:16]3)[cH:6][cH:7]1.[K+:31].[K+:32].[O:33]=[CH:34][N:35]([CH3:36])[CH3:37].[c:19]1([CH2:25][Cl:26])[cH:20][cH:21][cH:22][cH:23][n:24]1>>[F:1][c:2]1[cH:3][cH:4][c:5](-[c:8]2[cH:9][c:10]([O:17][CH2:25][c:19]3[cH:20][cH:21][cH:22][cH:23][n:24]3)[c:11]3[c:12]([n:13]2)[cH:14][cH:15][s:16]3)[cH:6][cH:7]1. The product is C1(CC1)NC(=O)C=1C(C2=C(N(N1)C=1C=C(C=CC1)C#CC=1C=[N+](C=CC1)[O-])N=CC=C2)=O (3-[[3-[3-(cyclopropylcarbamoyl)-4-oxo-pyridino[2,3-c]pyridazine-1(4H)-yl]phenyl]ethynyl]pyridine-1-oxide). The solvent is ClCCl (dichloromethane). Yield: 17.7%. Reactants: C1(CC1)NC(=O)C=1C(C2=C(N(N1)C1=CC(=CC=C1)C#CC=1C=NC=CC1)N=CC=C2)=O (N-cyclopropyl-4-oxo-1-[3-(pyridin-3-ylethynyl)phenyl]-1,4-dihydropyridino[2,3-c]p yridazine-3-formamide), ClC=1C=C(C(=O)OO)C=CC1 (m-chloroperoxybenzoic acid). Reported procedure: N-cyclopropyl-4-oxo-1-[3-(pyridin-3-ylethynyl)phenyl]-1,4-dihydropyridino[2,3-c]p yridazine-3-formamide (0.15 g, 0.36 mmol) was dissolved in 50 mL of dichloromethane solution, m-chloroperoxybenzoic acid (0.062 g, 0.36 mmol) was added and reacted at room temperature. After reaction was complete, separation was purified by liquid preparation chromatography column to obtain product 27 mg. As a reaction SMILES: [CH:1]1([NH:4][C:5]([C:7]2[C:8](=[O:31])[C:9]3[CH:30]=[CH:29][CH:28]=[N:27][C:10]=3[N:11]([C:13]3[CH:18]=[CH:17][CH:16]=[C:15]([C:19]#[C:20][C:21]4[CH:22]=[N:23][CH:24]=[CH:25][CH:26]=4)[CH:14]=3)[N:12]=2)=[O:6])[CH2:3][CH2:2]1.ClC1C=C(C=CC=1)C(OO)=[O:37]>ClCCl>[CH:1]1([NH:4][C:5]([C:7]2[C:8](=[O:31])[C:9]3[CH:30]=[CH:29][CH:28]=[N:27][C:10]=3[N:11]([C:13]3[CH:14]=[C:15]([C:19]#[C:20][C:21]4[CH:22]=[N+:23]([O-:37])[CH:24]=[CH:25][CH:26]=4)[CH:16]=[CH:17][CH:18]=3)[N:12]=2)=[O:6])[CH2:2][CH2:3]1. The reactants are O (water), FC(C=1SC=C(N1)C(=O)OCC)(F)F (ethyl 2-(trifluoromethyl)-1,3-thiazole-4-carboxylate), Cl (hydrochloric acid), [OH-].[Na+] (sodium hydroxide). Run in C(C)O (ethanol). Conditions: time 1 hour. Product: FC(C=1SC=C(N1)C(=O)O)(F)F (2-(Trifluoromethyl)-1,3-thiazole-4-carboxylic acid). Yield: 69.0%. As a reaction SMILES: [F:1][C:2]([F:14])([F:13])[C:3]1[S:4][CH:5]=[C:6]([C:8]([O:10]CC)=[O:9])[N:7]=1.[OH-].[Na+].Cl.O>C(O)C>[F:14][C:2]([F:1])([F:13])[C:3]1[S:4][CH:5]=[C:6]([C:8]([OH:10])=[O:9])[N:7]=1 |f:1.2|. Procedure: A mixture of ethyl 2-(trifluoromethyl)-1,3-thiazole-4-carboxylate (278 mg) in ethanol (3.5 ml) was added 2M sodium hydroxide solution (2.4 ml) and the mixture stirred at RT for 1 h. The mixture was acidified by the addition of 2M hydrochloric acid solution (2.5 ml) and the mixture blown to dryness. The residue was treated with water (2 ml) and extracted with ethyl acetate (3×5 ml). The combined organic extracts were dried over sodium sulphate and evaporated to give the title compound (168 mg) as... The reactants are CC(C)(C)OC(=O)Cn1nc(C#N)c2c(N)ncnc21, CCO, CC(=O)O, NCCN. The product is CC(C)(C)OC(=O)Cn1nc(C2=NCCN2)c2c(N)ncnc21. Reaction SMILES: [C:1]([CH3:2])([CH3:3])([CH3:4])[O:5][C:6]([CH2:7][n:8]1[n:9][c:10]([C:18]#[N:19])[c:11]2[c:12]1[n:13][cH:14][n:15][c:16]2[NH2:17])=[O:20].[CH3:21][CH2:22][OH:23].[CH3:28][C:29](=[O:30])[OH:31].[NH2:24][CH2:25][CH2:26][NH2:27]>>[C:1]([CH3:2])([CH3:3])([CH3:4])[O:5][C:6]([CH2:7][n:8]1[n:9][c:10]([C:18]2=[N:19][CH2:26][CH2:25][NH:24]2)[c:11]2[c:12]1[n:13][cH:14][n:15][c:16]2[NH2:17])=[O:20].